This data is from the Open Reaction Database (ORD), a public repository of structured organic reaction records. The task is: describe an organic reaction: reactants, conditions, products, and yield Starting materials: BrC1=C2C=NNC2=C(C=C1)OC (4-Bromo-7-methoxy-1H-indazole), C(C)OC(C=C(C1=CC=CC=C1)C1=C2C(=CNC2=CC=C1)C#N)=O (3-(3-Cyano-1H-Indol-4-yl)-3-phenyl-acrylic acid ethyl ester). The product is C(C)OC(C=C(C1=CC=CC=C1)C1=C2C=NNC2=C(C=C1)OC)=O (3-(7-Methoxy-1H-indazol-4-yl)-3-phenyl-acrylic acid ethyl ester). RXN SMILES: Br[C:2]1[CH:10]=[CH:9][C:8]([O:11][CH3:12])=[C:7]2[C:3]=1[CH:4]=[N:5][NH:6]2.[CH2:13]([O:15][C:16](=[O:36])[CH:17]=[C:18](C1C=CC=C2C=1C(C#N)=CN2)[C:19]1[CH:24]=[CH:23][CH:22]=[CH:21][CH:20]=1)[CH3:14]>>[CH2:13]([O:15][C:16](=[O:36])[CH:17]=[C:18]([C:2]1[CH:10]=[CH:9][C:8]([O:11][CH3:12])=[C:7]2[C:3]=1[CH:4]=[N:5][NH:6]2)[C:19]1[CH:24]=[CH:23][CH:22]=[CH:21][CH:20]=1)[CH3:14]. Reported procedure: Compound CXCVII was prepared from 4-Bromo-7-methoxy-1H-indazole using the procedure described for preparation of 3-(3-Cyano-1H-Indol-4-yl)-3-phenyl-acrylic acid ethyl ester LVIII (Example 14).